From a dataset of the Open Reaction Database (ORD), a public repository of structured organic reaction records. describe an organic reaction: reactants, conditions, products, and yield Reactants: C, CCC1CN(Cc2ccccc2)CCN1c1ccc(C#N)c(C(F)(F)F)c1, CO, [H][H], [Pd]. The product is CCC1CNCCN1c1ccc(C#N)c(C(F)(F)F)c1. Reaction SMILES: [C:32].[CH2:1]([c:2]1[cH:3][cH:4][cH:5][cH:6][cH:7]1)[N:8]1[CH2:9][CH:10]([CH2:26][CH3:27])[N:11]([c:14]2[cH:15][c:16]([C:22]([F:23])([F:24])[F:25])[c:17]([C:18]#[N:19])[cH:20][cH:21]2)[CH2:12][CH2:13]1.[CH3:30][OH:31].[H:28][H:29].[Pd:33]>>[NH:8]1[CH2:9][CH:10]([CH2:26][CH3:27])[N:11]([c:14]2[cH:15][c:16]([C:22]([F:23])([F:24])[F:25])[c:17]([C:18]#[N:19])[cH:20][cH:21]2)[CH2:12][CH2:13]1. Starting materials: O=C1CCC2=C1NC(=C2)C(=O)OC (Methyl 6-oxo-1,4,5,6-tetrahydrocyclopenta[b]pyrrole-2-carboxylate), ClC=1C=C(C[Mg]Br)C=CC1 (3-chlorobenzylmagnesium bromide). Product: ClC=1C=C(CC2CCC3=C2NC(=C3)C(=O)OC)C=CC1 (methyl 6-(3-chlorobenzyl)-1,4,5,6-tetrahydrocyclopenta[b]pyrrole-2-carboxylate), olefin. RXN SMILES: O=[C:2]1[C:6]2[NH:7][C:8]([C:10]([O:12][CH3:13])=[O:11])=[CH:9][C:5]=2[CH2:4][CH2:3]1.[Cl:14][C:15]1[CH:16]=[C:17]([CH:21]=[CH:22][CH:23]=1)[CH2:18][Mg]Br>>[Cl:14][C:15]1[CH:16]=[C:17]([CH:21]=[CH:22][CH:23]=1)[CH2:18][CH:2]1[C:6]2[NH:7][C:8]([C:10]([O:12][CH3:13])=[O:11])=[CH:9][C:5]=2[CH2:4][CH2:3]1. Procedure: The title compound was synthesized in two steps. Methyl 6-oxo-1,4,5,6-tetrahydrocyclopenta[b]pyrrole-2-carboxylate (447 mg, 2.5 mmol) was reacted with 3-chlorobenzylmagnesium bromide (0.25 M in hexanes, 25 mL, 6.3 mmol) according to General Procedure 3 to give the exocyclic olefin-containing compound (E)-methyl 6-(3-chlorobenzylidene)-1,4,5,6-tetrahydrocyclopenta[b]pyrrole-2-carboxylate, followed by hydrogenation according to General Procedure 6, and was purified by chromatography, eluting with ... The reactants are COC(=O)c1ccccc1-c1ccc(CN2C(=O)c3ccccc3C2=O)cc1, CCO, NN, O. Product: COC(=O)c1ccccc1-c1ccc(CN)cc1. As a reaction SMILES: [C:1](=[O:2])([O:3][CH3:4])[c:5]1[c:6](-[c:11]2[cH:12][cH:13][c:14]([CH2:15][N:16]3[C:17](=[O:18])[c:19]4[cH:20][cH:21][cH:22][cH:23][c:24]4[C:25]3=[O:26])[cH:27][cH:28]2)[cH:7][cH:8][cH:9][cH:10]1.[CH3:32][CH2:33][OH:34].[NH2:30][NH2:31].[OH2:29]>>[C:1](=[O:2])([O:3][CH3:4])[c:5]1[c:6](-[c:11]2[cH:12][cH:13][c:14]([CH2:15][NH2:16])[cH:27][cH:28]2)[cH:7][cH:8][cH:9][cH:10]1. Reactants: Cl (Hydrochloric acid), CN1N=NN=C1C(CCC(=S)OC)C (methyl 4-(1-methyl-1,2,3,4-tetrazol-5-yl)thiovalerate). Solvent: O (water). Product: CN1N=NN=C1C(CCC(=S)O)C (4-(1-methyl-1,2,3,4-tetrazol-5-yl)thio-valeric acid). As a reaction SMILES: Cl.[CH3:2][N:3]1[C:7]([CH:8]([CH3:15])[CH2:9][CH2:10][C:11]([O:13]C)=[S:12])=[N:6][N:5]=[N:4]1>O>[CH3:2][N:3]1[C:7]([CH:8]([CH3:15])[CH2:9][CH2:10][C:11]([OH:13])=[S:12])=[N:6][N:5]=[N:4]1. Procedure details: 20% aqueous Hydrochloric acid (150 ml) is added to methyl 4-(1-methyl-1,2,3,4-tetrazol-5-yl)thiovalerate (17 g) and the mixture is refluxed for 2 hours. After cooling, the reaction mixture is diluted with water and extracted with chloroform. The chloroform solution is washed with aqueous saturated sodium chloride solution and dried over magnesium sulfate. Chloroform is distilled off to give 4-(1-methyl-1,2,3,4-tetrazol-5-yl)thio-valeric acid, colorless liquid, nD26 =1.5133. The reactants are COC1=C(C=CC=C1)SCCCN(C(NC=1SC(=CN1)SC(C(=O)O)(C)C)=O)[C@@H]1CC[C@H](CC1)C (2-{2-[3-[3-(2-methoxy-phenylsulfanyl)-propyl]-3-(trans-4-methyl-cyclohexyl)-ureido]-thiazol-5-ylsulfanyl}-2-methyl-propionic acid), FC(OC1=CC=C(C=C1)S)(F)F (4-trifluoromethoxy-thiophenol). Product: CC(C(=O)O)(C)SC1=CN=C(S1)NC(=O)N(CCCSC1=CC=C(C=C1)OC(F)(F)F)[C@@H]1CC[C@H](CC1)C (2-Methyl-2-(2-{3-(trans-4-methyl-cyclohexyl)-3-[3-(4-trifluoromethoxy-phenylsulfanyl)-propyl]-ureido}-thiazol-5-ylsulfanyl)-propionic acid). RXN SMILES: CO[C:3]1[CH:8]=[CH:7][CH:6]=[CH:5][C:4]=1[S:9][CH2:10][CH2:11][CH2:12][N:13]([C@H:29]1[CH2:34][CH2:33][C@H:32]([CH3:35])[CH2:31][CH2:30]1)[C:14](=[O:28])[NH:15][C:16]1[S:17][C:18]([S:21][C:22]([CH3:27])([CH3:26])[C:23]([OH:25])=[O:24])=[CH:19][N:20]=1.[F:36][C:37]([F:47])([F:46])[O:38]C1C=CC(S)=CC=1>>[CH3:26][C:22]([S:21][C:18]1[S:17][C:16]([NH:15][C:14]([N:13]([C@H:29]2[CH2:30][CH2:31][C@H:32]([CH3:35])[CH2:33][CH2:34]2)[CH2:12][CH2:11][CH2:10][S:9][C:4]2[CH:3]=[CH:8][C:7]([O:38][C:37]([F:47])([F:46])[F:36])=[CH:6][CH:5]=2)=[O:28])=[N:20][CH:19]=1)([CH3:27])[C:23]([OH:25])=[O:24]. Procedure details: The compound was prepared following an analogous procedure to the one described for the synthesis 2-{2-[3-[3-(2-methoxy-phenylsulfanyl)-propyl]-3-(trans-4-methyl-cyclohexyl)-ureido]-thiazol-5-ylsulfanyl}-2-methyl-propionic acid using 4-trifluoromethoxy-thiophenol. Starting materials: C, [H][H], O=C1c2ccccc2C(=O)c2c1cccc2[N+](=O)[O-], O=C1c2cccc([N+](=O)[O-])c2C(=O)c2cccc([N+](=O)[O-])c21, O=C1c2cccc([N+](=O)[O-])c2C(=O)c2c1cccc2[N+](=O)[O-], [Na+], O, [OH-], O=[N+]([O-])O, [Pd], O=S(=O)(O)O, O=C1c2ccccc2C(=O)c2ccccc21. The product is Nc1cccc2c1C(=O)c1ccccc1C2=O. RXN SMILES: [C:94].[H:86][H:87].[N+:1]([O-:2])(=[O:3])[c:4]1[cH:5][cH:6][cH:7][c:8]2[c:17]1[C:16](=[O:18])[c:15]1[c:10]([cH:11][cH:12][cH:13][cH:14]1)[C:9]2=[O:19].[N+:20]([c:21]1[c:22]2[c:36]([cH:37][cH:38][cH:39]1)[C:34](=[O:35])[c:26]1[c:25]([cH:33][cH:32][cH:31][c:27]1[N+:28]([O-:29])=[O:30])[C:23]2=[O:24])([O-:40])=[O:41].[N+:42]([c:43]1[c:44]2[c:58]([cH:59][cH:60][cH:61]1)[C:56](=[O:57])[c:48]1[c:47]([c:52]([N+:53]([O-:54])=[O:55])[cH:51][cH:50][cH:49]1)[C:45]2=[O:46])([O-:62])=[O:63].[Na+:85].[O:88].[OH-:84].[OH:80][N+:81](=[O:82])[O-:83].[Pd:95].[S:89](=[O:90])(=[O:91])([OH:92])[OH:93].[cH:64]1[c:65]2[c:76]([cH:77][cH:78][cH:79]1)[C:74](=[O:75])[c:69]1[c:68]([cH:73][cH:72][cH:71][cH:70]1)[C:66]2=[O:67]>>[NH2:1][c:4]1[cH:5][cH:6][cH:7][c:8]2[c:17]1[C:16](=[O:18])[c:15]1[c:10]([cH:11][cH:12][cH:13][cH:14]1)[C:9]2=[O:19].